Dataset: the Open Reaction Database (ORD), a public repository of structured organic reaction records. Task: describe an organic reaction: reactants, conditions, products, and yield Starting materials: BrC=1C=C(C=C2C(=CNC12)C[C@@H]1N(CCC1)C)CS(=O)(=O)NC ((R)-7-bromo-5-(methylaminosulfonylmethyl)-3-(N-methylpyrrolidin-2-ylmethyl)-1H-indole), [H][H] (hydrogen). The reagents and catalysts are [OH-].[OH-].[Pd+2] (Pearlman's catalyst). The solvent is industrial methylated spirit. Yields the product CNS(=O)(=O)CC=1C=C2C(=CNC2=CC1)C[C@@H]1N(CCC1)C ((R)-5-(Methylaminosulfonylmethyl)-3-(N-methylpyrrolidin-2-ylmethyl)-1H-indole). Isolated yield 58.0%. RXN SMILES: Br[C:2]1[CH:3]=[C:4]([CH2:18][S:19]([NH:22][CH3:23])(=[O:21])=[O:20])[CH:5]=[C:6]2[C:10]=1[NH:9][CH:8]=[C:7]2[CH2:11][C@H:12]1[CH2:16][CH2:15][CH2:14][N:13]1[CH3:17].[H][H]>[OH-].[OH-].[Pd+2]>[CH3:23][NH:22][S:19]([CH2:18][C:4]1[CH:5]=[C:6]2[C:10](=[CH:2][CH:3]=1)[NH:9][CH:8]=[C:7]2[CH2:11][C@H:12]1[CH2:16][CH2:15][CH2:14][N:13]1[CH3:17])(=[O:20])=[O:21] |f:2.3.4|. Procedure details: A solution of (R)-7-bromo-5-(methylaminosulfonylmethyl)-3-(N-methylpyrrolidin-2-ylmethyl)-1H-indole (193 g) in industrial methylated spirit (950 mL) containing Pearlman's catalyst (47.6 g total) was exposed to hydrogen gas (50 psi). The catalyst was then filtered through an Arbacel pad, washing with hot industrial methylated spirit (2×100 mL) and the combined filtrate and washings evaporated in vacuo to an organic residue. The filtered solids (catalyst+filter aid) were then reslurried in 2N hydr...